From a dataset of the Open Reaction Database (ORD), a public repository of structured organic reaction records. describe an organic reaction: reactants, conditions, products, and yield The reactants are C1(CC1)CNC=1C(=NN2C1C=CC=C2C2=C(C=C(C=C2C)C)OC)CC (N-cyclopropylmethyl-N-[2-ethyl-7-(2-methoxy-4,6-dimethylphenyl)pyrazolo[1,5-a]pyridin-3-yl]amine), O1CCC(CC1)C=O (tetrahydro-2H-4-pyrancarbaldehyde), C(O)([O-])=O.[Na+] (sodium hydrogencarbonate), C(C)(=O)O[BH-](OC(C)=O)OC(C)=O.[Na+] (sodium triacetoxyborohydride). The solvent is O1CCCC1 (tetrahydrofuran), C(C)(=O)OCC (ethyl acetate). Reaction conditions: time 1 hour. Product: C1(CC1)CN(CC1CCOCC1)C=1C(=NN2C1C=CC=C2C2=C(C=C(C=C2C)C)OC)CC (N-Cyclopropylmethyl-N-[2-ethyl-7-(2-methoxy-4,6-dimethylphenyl)pyrazolo[1,5-a]pyridin-3-yl]-N-tetrahydro-2H-4-pyranylmethylamine). Yield: 41.0%. Reaction SMILES: [CH:1]1([CH2:4][NH:5][C:6]2[C:7]([CH2:25][CH3:26])=[N:8][N:9]3[C:14]([C:15]4[C:20]([CH3:21])=[CH:19][C:18]([CH3:22])=[CH:17][C:16]=4[O:23][CH3:24])=[CH:13][CH:12]=[CH:11][C:10]=23)[CH2:3][CH2:2]1.[O:27]1[CH2:32][CH2:31][CH:30]([CH:33]=O)[CH2:29][CH2:28]1.C(O[BH-](OC(=O)C)OC(=O)C)(=O)C.[Na+].C(=O)([O-])O.[Na+]>O1CCCC1.C(OCC)(=O)C>[CH:1]1([CH2:4][N:5]([C:6]2[C:7]([CH2:25][CH3:26])=[N:8][N:9]3[C:14]([C:15]4[C:20]([CH3:21])=[CH:19][C:18]([CH3:22])=[CH:17][C:16]=4[O:23][CH3:24])=[CH:13][CH:12]=[CH:11][C:10]=23)[CH2:33][CH:30]2[CH2:31][CH2:32][O:27][CH2:28][CH2:29]2)[CH2:2][CH2:3]1 |f:2.3,4.5|. Procedure: After dissolving N-cyclopropylmethyl-N-[2-ethyl-7-(2-methoxy-4,6-dimethylphenyl)pyrazolo[1,5-a]pyridin-3-yl]amine (255 mg) in tetrahydrofuran (2 mL), tetrahydro-2H-4-pyrancarbaldehyde (173 mg) [CAS No.50675-18-8] and sodium triacetoxyborohydride (241 mg) were added, and the mixture was stirred at room temperature for 1 hour. Saturated aqueous sodium hydrogencarbonate was added to the reaction mixture, extraction was performed with ethyl acetate, and the extract was washed with brine. After dryin... The reactants are COc1ccc(-c2cc(CCC=O)nn2C(C)(C)C)cc1, CCN(C(C)C)C(C)C, Clc1ccc(N2CCNCC2)cc1Cl. Yields the product COc1ccc(-c2cc(CCCN3CCN(c4ccc(Cl)c(Cl)c4)CC3)nn2C(C)(C)C)cc1. As a reaction SMILES: [C:1]([CH3:2])([CH3:3])([CH3:4])[n:5]1[n:6][c:7]([CH2:18][CH2:19][CH:20]=[O:21])[cH:8][c:9]1-[c:10]1[cH:11][cH:12][c:13]([O:16][CH3:17])[cH:14][cH:15]1.[CH:36]([N:37]([CH2:38][CH3:39])[CH:40]([CH3:41])[CH3:42])([CH3:43])[CH3:44].[Cl:22][c:23]1[cH:24][c:25]([N:30]2[CH2:31][CH2:32][NH:33][CH2:34][CH2:35]2)[cH:26][cH:27][c:28]1[Cl:29]>>[C:1]([CH3:2])([CH3:3])([CH3:4])[n:5]1[n:6][c:7]([CH2:18][CH2:19][CH2:20][N:33]2[CH2:32][CH2:31][N:30]([c:25]3[cH:24][c:23]([Cl:22])[c:28]([Cl:29])[cH:27][cH:26]3)[CH2:35][CH2:34]2)[cH:8][c:9]1-[c:10]1[cH:11][cH:12][c:13]([O:16][CH3:17])[cH:14][cH:15]1. The product is CC1=C(C=CC(=C1)SC)C=1N=CC(=NC1)N (5-[2-methyl-4-(methylthio)phenyl]-2-pyrazinamine). Reagents/catalysts: Cl[Pd]([P](C1=CC=CC=C1)(C2=CC=CC=C2)C3=CC=CC=C3)([P](C4=CC=CC=C4)(C5=CC=CC=C5)C6=CC=CC=C6)Cl (Pd(PPh3)2Cl2). Run at temperature 80 celsius, time 8 hour. As a reaction SMILES: [CH3:1][C:2]1[CH:7]=[C:6]([S:8][CH3:9])[CH:5]=[CH:4][C:3]=1B(O)O.Br[C:14]1[N:15]=[CH:16][C:17]([NH2:20])=[N:18][CH:19]=1.COCCOC.C([O-])([O-])=O.[Na+].[Na+]>Cl[Pd](Cl)([P](C1C=CC=CC=1)(C1C=CC=CC=1)C1C=CC=CC=1)[P](C1C=CC=CC=1)(C1C=CC=CC=1)C1C=CC=CC=1.O.C(Cl)Cl>[CH3:1][C:2]1[CH:7]=[C:6]([S:8][CH3:9])[CH:5]=[CH:4][C:3]=1[C:14]1[N:15]=[CH:16][C:17]([NH2:20])=[N:18][CH:19]=1 |f:3.4.5,^1:35,54|. Solvent: O (water), C(Cl)Cl (CH2Cl2). Procedure: A mixture of [2-methyl-4-(methylthio)phenyl]boronic acid (prepared as in Example 185, Step 2, 253 mg, 1.390 mmol), 5-bromo-2-pyrazinamine (242 mg, 1.390 mmol), Pd(PPh3)2Cl2 (195 mg, 0.278 mmol), DME (5 mL) and 2M Na2CO3 (8 mL) was stirred at 80° C. overnight. The mixture was cooled to ambient temperature, charged with CH2Cl2 and water, and stirred at ambient temperature for 30 min. The mixture was filtered, the organics were separated, and the aqueous layer was washed with CH2Cl2. The organics w... The yield is 59.1%. Starting materials: CC1=C(C=CC(=C1)SC)B(O)O ([2-methyl-4-(methylthio)phenyl]boronic acid), BrC=1N=CC(=NC1)N (5-bromo-2-pyrazinamine), COCCOC (DME), C(=O)([O-])[O-].[Na+].[Na+] (Na2CO3). Starting materials: ClCCl, C(=NC1CCCCC1)=NC1CCCCC1, CCCC12CCC(=O)C=C1c1c(cc(OCC(N)=O)c(Cl)c1Cl)C2=O, c1ccncc1. The product is CCCC12CCC(=O)C=C1c1c(cc(OCC#N)c(Cl)c1Cl)C2=O. As a reaction SMILES: [CH2:47]([Cl:48])[Cl:49].[CH:26]1([N:27]=[C:28]=[N:29][CH:30]2[CH2:31][CH2:32][CH2:33][CH2:34][CH2:35]2)[CH2:36][CH2:37][CH2:38][CH2:39][CH2:40]1.[Cl:1][c:2]1[c:3]2[c:11]([cH:12][c:13]([O:16][CH2:17][C:18](=[O:19])[NH2:20])[c:14]1[Cl:15])[C:10](=[O:21])[C:9]1([CH2:22][CH2:23][CH3:24])[C:4]2=[CH:5][C:6](=[O:25])[CH2:7][CH2:8]1.[cH:41]1[cH:42][cH:43][n:44][cH:45][cH:46]1>>[Cl:1][c:2]1[c:3]2[c:11]([cH:12][c:13]([O:16][CH2:17][C:18]#[N:20])[c:14]1[Cl:15])[C:10](=[O:21])[C:9]1([CH2:22][CH2:23][CH3:24])[C:4]2=[CH:5][C:6](=[O:25])[CH2:7][CH2:8]1. The reactants are O=CNc1nc(S(=O)(=O)Cl)n[nH]1, ClC(Cl)Cl, Cl, Nc1c(F)cccc1F, [Na+], [OH-], c1ccncc1. The product is O=CNc1nc(S(=O)(=O)Nc2c(F)cccc2F)n[nH]1. Reaction SMILES: [CH:10](=[O:11])[NH:12][c:13]1[n:14][c:15]([S:18](=[O:19])(=[O:20])[Cl:21])[n:16][nH:17]1.[CH:31]([Cl:32])([Cl:33])[Cl:34].[ClH:24].[F:1][c:2]1[c:3]([NH2:4])[c:5]([F:9])[cH:6][cH:7][cH:8]1.[Na+:23].[OH-:22].[cH:25]1[cH:26][cH:27][n:28][cH:29][cH:30]1>>[F:1][c:2]1[c:3]([NH:4][S:18]([c:15]2[n:14][c:13]([NH:12][CH:10]=[O:11])[nH:17][n:16]2)(=[O:19])=[O:20])[c:5]([F:9])[cH:6][cH:7][cH:8]1. Reactants: CC#N, Clc1cccc(Cl)c1CBr, [K+], [K+], COC(=O)C(N)Cc1ccc([N+](=O)[O-])cc1, O=C([O-])[O-]. Product: COC(=O)C(Cc1ccc([N+](=O)[O-])cc1)NCc1c(Cl)cccc1Cl. Reaction SMILES: [CH3:33][C:34]#[N:35].[Cl:23][c:24]1[c:25]([CH2:26][Br:27])[c:28]([Cl:32])[cH:29][cH:30][cH:31]1.[K+:17].[K+:18].[NH2:1][CH:2]([C:3](=[O:4])[O:5][CH3:6])[CH2:7][c:8]1[cH:9][cH:10][c:11]([N+:14](=[O:15])[O-:16])[cH:12][cH:13]1.[O-:19][C:20]([O-:21])=[O:22]>>[NH:1]([CH:2]([C:3](=[O:4])[O:5][CH3:6])[CH2:7][c:8]1[cH:9][cH:10][c:11]([N+:14](=[O:15])[O-:16])[cH:12][cH:13]1)[CH2:26][c:25]1[c:24]([Cl:23])[cH:31][cH:30][cH:29][c:28]1[Cl:32]. Starting materials: [C-]#N, CCOC(=O)CC(O)CCl, [Na+], [Na+], [OH-], O. The product is CCOC(=O)CC(O)CC#N. As a reaction SMILES: [C-:1]#[N:2].[Cl:4][CH2:5][CH:6]([CH2:7][C:8](=[O:9])[O:10][CH2:11][CH3:12])[OH:13].[Na+:15].[Na+:3].[OH-:14].[OH2:16]>>[C:1](#[N:2])[CH2:5][CH:6]([CH2:7][C:8](=[O:9])[O:10][CH2:11][CH3:12])[OH:13]. The reactants are FC(C1=C(CN2N=CC3=CC(=CC=C23)C=O)C=CC(=C1)C(F)(F)F)(F)F ([2,4-bis(trifluoromethyl)benzyl]-1H-indazol-5-carbaldehyde), O1C(CCCC1)ON1C(SCC1=O)=O (3-(tetrahydropyran-2-yl)oxy-1,3-thiazolidine-2,4-dione). Yields the product FC(C1=C(CN2N=CC3=CC(=CC=C23)\C=C/2\C(N(C(S2)=O)O)=O)C=CC(=C1)C(F)(F)F)(F)F ((5Z)-5-({1-[2,4-Bis(trifluoromethyl)benzyl]-1H-indazol-5-yl}methylidene)-3-hydroxy-1,3-thiazolidine-2,4-dione). Reaction SMILES: [F:1][C:2]([F:26])([F:25])[C:3]1[CH:20]=[C:19]([C:21]([F:24])([F:23])[F:22])[CH:18]=[CH:17][C:4]=1[CH2:5][N:6]1[C:14]2[C:9](=[CH:10][C:11]([CH:15]=O)=[CH:12][CH:13]=2)[CH:8]=[N:7]1.O1CCCCC1[O:33][N:34]1[C:38](=[O:39])[CH2:37][S:36][C:35]1=[O:40]>>[F:26][C:2]([F:1])([F:25])[C:3]1[CH:20]=[C:19]([C:21]([F:22])([F:23])[F:24])[CH:18]=[CH:17][C:4]=1[CH2:5][N:6]1[C:14]2[C:9](=[CH:10][C:11](/[CH:15]=[C:37]3/[C:38](=[O:39])[N:34]([OH:33])[C:35](=[O:40])[S:36]/3)=[CH:12][CH:13]=2)[CH:8]=[N:7]1. Procedure: (5Z)-5-({1-[2,4-Bis(trifluoromethyl)benzyl]-1H-indazol-5-yl}methylidene)-3-hydroxy-1,3-thiazolidine-2,4-dione was prepared from [2,4-bis(trifluoromethyl)benzyl]-1H-indazol-5-carbaldehyde (from Example 6) and 3-(tetrahydropyran-2-yl)oxy-1,3-thiazolidine-2,4-dione (from Example 288) following General Procedure F. Starting materials: CC(C)CNC(C)(C)C, [Li]CCCC, CCCCCC, [K+], [OH-], CCOS(=O)(=O)OCC. The product is CCN(CC(C)C)C(C)(C)C. RXN SMILES: [C:1]([CH3:2])([CH3:3])([CH3:4])[NH:5][CH2:6][CH:7]([CH3:8])[CH3:9].[CH2:21]([Li:22])[CH2:23][CH2:24][CH3:25].[CH3:26][CH2:27][CH2:28][CH2:29][CH2:30][CH3:31].[K+:20].[OH-:19].[S:10]([O:11][CH2:12][CH3:13])([O:16][CH2:14][CH3:15])(=[O:17])=[O:18]>>[C:1]([CH3:2])([CH3:3])([CH3:4])[N:5]([CH2:6][CH:7]([CH3:8])[CH3:9])[CH2:14][CH3:15].